From a dataset of the Open Reaction Database (ORD), a public repository of structured organic reaction records. describe an organic reaction: reactants, conditions, products, and yield The reactants are [N-]=[N+]=[N-] (azide), [N-]=[N+]=[N-].[Na+] (sodium azide), ClCCCC1(C(NC(N1)=O)=O)C (5-(3-chloropropyl)-5-methyl-2,4-imidazolidinedione). Run in O (water), CN(C=O)C (dimethylformamide). Reaction conditions: time 21 hour. Yields the product N(=[N+]=[N-])CCCC1(C(NC(N1)=O)=O)C (5-(3-azidopropyl)-5-methyl-2,4-imidazolidinedione), chloroform petroleum ether. Yield: 88.0%. Reaction SMILES: [N-:1]=[N+:2]=[N-:3].[Na+].Cl[CH2:6][CH2:7][CH2:8][C:9]1([CH3:16])[NH:13][C:12](=[O:14])[NH:11][C:10]1=[O:15].[N-]=[N+]=[N-]>O.CN(C)C=O>[N:1]([CH2:6][CH2:7][CH2:8][C:9]1([CH3:16])[NH:13][C:12](=[O:14])[NH:11][C:10]1=[O:15])=[N+:2]=[N-:3] |f:0.1|. Procedure details: A solution of sodium azide (13 g, 0.2 mol) in water (100 ml) was added to a solution of 5-(3-chloropropyl)-5-methyl-2,4-imidazolidinedione (19.06 g, 0.1 mol) in dimethylformamide (900 ml.) and the mixture was kept at 75° C. for 21 hours. Iodometric determinations of azide ions indicated the consumption of the expected quantities of azide at that time. The mixture was concentrated to a syrup which was redissolved in chloroform (200 ml.), filtered, diluted with chloroform (500 ml.) and water (100 ... The reactants are NCC(=O)N (Glycinamide), FC1=CC=C(C=C1)N=C=S (4-fluorophenyl-isothiocyanate). Procedure details: Glycinamide (5.0 g) and 4-fluorophenyl-isothiocyanate (9.18 g) were stirred in (200 mL). The mixture was heated at reflux for 5 minutes then stirred at ambient temperature for 20 minutes. The precipitated solid was collected by filtration, washed with chloroform and air dried to give 2-[3-(4-fluorophenyl)-thioureido]-acetamide (10.7 g) as a light pink solid, m.p. 168°-170° C. (dec.). Mass spectrum (EI, M.+) m/z 277. 1H-NMR (DMSO-d6 ; 400 MHz) δ9.97 (broad s, 1 H), 7.82 (broad s, 1 H), 7.45-7.52 ... The product is FC1=CC=C(C=C1)NC(NCC(=O)N)=S (2-[3-(4-fluorophenyl)-thioureido]-acetamide). As a reaction SMILES: [NH2:1][CH2:2][C:3]([NH2:5])=[O:4].[F:6][C:7]1[CH:12]=[CH:11][C:10]([N:13]=[C:14]=[S:15])=[CH:9][CH:8]=1>>[F:6][C:7]1[CH:12]=[CH:11][C:10]([NH:13][C:14](=[S:15])[NH:1][CH2:2][C:3]([NH2:5])=[O:4])=[CH:9][CH:8]=1. Reaction conditions: time 20 minute. The yield is 78.6%.